This data is from the Open Reaction Database (ORD), a public repository of structured organic reaction records. The task is: describe an organic reaction: reactants, conditions, products, and yield Reactants: O=C1CCCc2ccc(Br)cc21, CC(C)(C)P(c1ccccc1-c1ccccc1)C(C)(C)C, C1CCNC1, Cc1ccccc1, CC(C)(C)[O-], ClCCl, [Na+], O=C(C=Cc1ccccc1)C=Cc1ccccc1, O=C(C=Cc1ccccc1)C=Cc1ccccc1, O=C(C=Cc1ccccc1)C=Cc1ccccc1, [Pd], [Pd]. Yields the product O=C1CCCc2ccc(N3CCCC3)cc21. Reaction SMILES: [Br:1][c:2]1[cH:3][cH:4][c:5]2[c:10]([cH:11]1)[C:9](=[O:12])[CH2:8][CH2:7][CH2:6]2.[C:18]([P:19]([C:20]([CH3:21])([CH3:22])[CH3:23])[c:24]1[cH:25][cH:26][cH:27][cH:28][c:29]1-[c:30]1[cH:31][cH:32][cH:33][cH:34][cH:35]1)([CH3:36])([CH3:37])[CH3:38].[CH2:13]1[CH2:14][CH2:15][NH:16][CH2:17]1.[CH3:104][c:105]1[cH:106][cH:107][cH:108][cH:109][cH:110]1.[CH3:39][C:40]([CH3:41])([O-:42])[CH3:43].[Cl:45][CH2:46][Cl:47].[Na+:44].[O:50]=[C:51]([CH:52]=[CH:53][c:54]1[cH:55][cH:56][cH:57][cH:58][cH:59]1)[CH:60]=[CH:61][c:62]1[cH:63][cH:64][cH:65][cH:66][cH:67]1.[O:68]=[C:69]([CH:70]=[CH:71][c:72]1[cH:73][cH:74][cH:75][cH:76][cH:77]1)[CH:78]=[CH:79][c:80]1[cH:81][cH:82][cH:83][cH:84][cH:85]1.[O:86]=[C:87]([CH:88]=[CH:89][c:90]1[cH:91][cH:92][cH:93][cH:94][cH:95]1)[CH:96]=[CH:97][c:98]1[cH:99][cH:100][cH:101][cH:102][cH:103]1.[Pd:48].[Pd:49]>>[c:2]1([N:16]2[CH2:15][CH2:14][CH2:13][CH2:17]2)[cH:3][cH:4][c:5]2[c:10]([cH:11]1)[C:9](=[O:12])[CH2:8][CH2:7][CH2:6]2. Starting materials: Br.BrC=1N=C(NC1C(C)=O)C (4-bromo-acetyl-2-methylimidazole hydrobromide), CC(=O)C (acetone), C(N)(=N)NC(=S)N (amidinothiourea), C([O-])(O)=O.[Na+] (sodium bicarbonate). The solvent is O (water). Product: Br.N(C(=N)N)C=1SC=C(N1)C=1N=C(NC1)C (2-Guanidino-4-(2-methyl-4-imidazolyl)thiazole Hydrobromide). Yield: 79.3%. As a reaction SMILES: Br.[Br:2][C:3]1[N:4]=[C:5]([CH3:11])[NH:6][C:7]=1[C:8](=O)[CH3:9].C(=O)(O)[O-].[Na+].CC(C)=O.[C:21]([NH:24][C:25]([NH2:27])=[S:26])(=[NH:23])[NH2:22]>O>[BrH:2].[NH:24]([C:25]1[S:26][CH:9]=[C:8]([C:7]2[N:6]=[C:5]([CH3:11])[NH:4][CH:3]=2)[N:27]=1)[C:21]([NH2:23])=[NH:22] |f:0.1,2.3,7.8|. Procedure: 2.8 g (9.86 mmol) of 4-bromo-acetyl-2-methylimidazole hydrobromide was dissolved in 10 ml water. Saturated sodium bicarbonate solution was added to pH 10 and the resultant solid was collected by filtration and washed with 15 ml water. The dried free base was heated at reflux in 50 ml acetone. To the refluxing clear acetone solution was added 1.2 g (9.86 mmol) of amidinothiourea. Solution occurred immediately and within a minute a solid began to form. After one hour reflux the slurry was cooled a... Starting materials: FC1=CC=C(C=C1)C1=C(C=C(C(N1)=O)C#N)C1=CC=C(C=C1)S(=O)(=O)C (1,2-dihydro-6-(4-fluorophenyl)-5-[4-(methylsulfonyl)phenyl]-2-oxo-pyridine-3-carbonitrile), C(=O)([O-])[O-].[K+].[K+] (K2CO3), IC (iodomethane). The solvent is CN(C)C=O (DMF), O (water). The product is FC1=CC=C(C=C1)C1=C(C=C(C(=N1)OC)C#N)C1=CC=C(C=C1)S(=O)(=O)C (6-(4-fluorophenyl)-2-methoxy-5-[4-(methylsulfonyl)phenyl]-pyridine-3-carbonitrile). RXN SMILES: [F:1][C:2]1[CH:7]=[CH:6][C:5]([C:8]2[NH:13][C:12](=[O:14])[C:11]([C:15]#[N:16])=[CH:10][C:9]=2[C:17]2[CH:22]=[CH:21][C:20]([S:23]([CH3:26])(=[O:25])=[O:24])=[CH:19][CH:18]=2)=[CH:4][CH:3]=1.[C:27]([O-])([O-])=O.[K+].[K+].IC>CN(C=O)C.O>[F:1][C:2]1[CH:7]=[CH:6][C:5]([C:8]2[N:13]=[C:12]([O:14][CH3:27])[C:11]([C:15]#[N:16])=[CH:10][C:9]=2[C:17]2[CH:18]=[CH:19][C:20]([S:23]([CH3:26])(=[O:25])=[O:24])=[CH:21][CH:22]=2)=[CH:4][CH:3]=1 |f:1.2.3|. Reported procedure: A mixture of 0.34 g (0.92 mMol) of 1,2-dihydro-6-(4-fluorophenyl)-5-[4-(methylthio)phenyl]-2-oxo-pyridine-3-carbonitrile (Step 3) in 10 ml of DMF and 0.33 g of K2CO3 and 2 ml of iodomethane, was stirred at room temperature over the weekend. The reaction mixture was diluted with 75 ml of water and extracted with dichloromethane (4×25 ml). The combined organic layers were extracted once with 50 ml of 10% NaOH solution then once with brine, dried over MgSO4 and evaporated to dryness. The residue wa... Reactants: C1(CC(C(CC1)C(C)C)OC(\C=C/C(=O)O)=O)C (maleic acid monomenthyl ester), CC(C)(C)O (2-methyl-2-propanol), C1(=CC=C(C=C1)S(=O)(=O)O)C (p-toluenesulfonic acid). Solvent: C1(=CC=CC=C1)C (toluene). Reaction conditions: temperature 150 celsius. Product: C(C)(C)(C)OC(=O)\C=C/C(=O)OC1CC(CCC1C(C)C)C (menthyl 3-t-butoxycarbonyl-2Z-propenoate). As a reaction SMILES: [CH:1]1([CH3:18])[CH2:6][CH2:5][CH:4]([CH:7]([CH3:9])[CH3:8])[CH:3]([O:10][C:11](=[O:17])/[CH:12]=[CH:13]\[C:14]([OH:16])=[O:15])[CH2:2]1.[CH3:19][C:20](O)([CH3:22])[CH3:21].C1(C)C=CC(S(O)(=O)=O)=CC=1>C1(C)C=CC=CC=1>[C:20]([O:15][C:14](/[CH:13]=[CH:12]\[C:11]([O:10][CH:3]1[CH:4]([CH:7]([CH3:9])[CH3:8])[CH2:5][CH2:6][CH:1]([CH3:18])[CH2:2]1)=[O:17])=[O:16])([CH3:22])([CH3:21])[CH3:19]. Procedure details: 2.5 g of maleic acid monomenthyl ester, 1 g of 2-methyl-2-propanol and 0.7 g of p-toluenesulfonic acid in 30 mL of toluene were heated to reflux at a oil temperature of 150° C. for 19 h. Subsequently, the reaction mixture was quenched by the addition of salt saturated sodium bicarbonate solution. The mixture was extracted with ether, the organic layers were combined and washed with salt saturated sodium bicarbonate solution and then with an aqueous solution of sodium hydroxide, salt saturated am... Starting materials: C(C1=CC=CC=C1)N(C(COC1=CC=C(C=C1)CCSC1=C(C(=O)OC)C=CC=C1)=O)CC (Methyl 2-{[2-(4-{2-[benzyl(ethyl)amino]-2-oxoethoxy}phenyl)ethyl]thio}benzoate), [OH-].[Li+] (lithium hydroxide). The solvent is C1CCOC1.O (THF water). Product: C(C1=CC=CC=C1)N(C(COC1=CC=C(C=C1)CCSC1=C(C(=O)O)C=CC=C1)=O)CC (2-{[2-(4-{2[-benzyl(ethyl)amino]-2-oxoethoxy}phenyl)ethyl]-thio}benzoic acid). Isolated yield 83.4%. Reaction SMILES: [CH2:1]([N:8]([CH2:32][CH3:33])[C:9](=[O:31])[CH2:10][O:11][C:12]1[CH:17]=[CH:16][C:15]([CH2:18][CH2:19][S:20][C:21]2[CH:30]=[CH:29][CH:28]=[CH:27][C:22]=2[C:23]([O:25]C)=[O:24])=[CH:14][CH:13]=1)[C:2]1[CH:7]=[CH:6][CH:5]=[CH:4][CH:3]=1.[OH-].[Li+]>C1COCC1.O>[CH2:1]([N:8]([CH2:32][CH3:33])[C:9](=[O:31])[CH2:10][O:11][C:12]1[CH:17]=[CH:16][C:15]([CH2:18][CH2:19][S:20][C:21]2[CH:30]=[CH:29][CH:28]=[CH:27][C:22]=2[C:23]([OH:25])=[O:24])=[CH:14][CH:13]=1)[C:2]1[CH:7]=[CH:6][CH:5]=[CH:4][CH:3]=1 |f:1.2,3.4|. Reported procedure: Methyl 2-{[2-(4-{2-[benzyl(ethyl)amino]-2-oxoethoxy}phenyl)ethyl]thio}benzoate (0.137 g, 0.296 mmol) was dissolved in a mixture of acetonitrile/water (1/1, 4 ml), lithium hydroxide (0.014 g, 0.591 mmol) was added. The reaction was performed in an single node microwave oven (5 min, 150 deg). Work-up by removing the solvent by evaporation and addition of HCl (2 ml, 1 M). The waterphase was extracted with two portions of EtOAc (20 ml), the organic phase was dried (MgSO4) and the solvent was removed... Reactants: C(C)(C)(C)OC(NC1=C(C=CC(=C1)C)OCC1CN(C2=CC=CC=C2C1)CC)=O ([2-(1-Ethyl-1,2,3,4-tetrahydro-quinolin-3-ylmethoxy)-5-methyl-phenyl]-carbamic acid tert-butyl ester). Run in Cl (HCl), O1CCOCC1 (dioxane). Yields the product C(C)N1CC(CC2=CC=CC=C12)COC1=C(C=C(C=C1)C)N (2-(1-Ethyl-1,2,3,4-tetrahydro-quinolin-3-ylmethoxy)-5-methyl-phenylamine). As a reaction SMILES: C(OC(=O)[NH:7][C:8]1[CH:13]=[C:12]([CH3:14])[CH:11]=[CH:10][C:9]=1[O:15][CH2:16][CH:17]1[CH2:26][C:25]2[C:20](=[CH:21][CH:22]=[CH:23][CH:24]=2)[N:19]([CH2:27][CH3:28])[CH2:18]1)(C)(C)C>Cl.O1CCOCC1>[CH2:27]([N:19]1[C:20]2[C:25](=[CH:24][CH:23]=[CH:22][CH:21]=2)[CH2:26][CH:17]([CH2:16][O:15][C:9]2[CH:10]=[CH:11][C:12]([CH3:14])=[CH:13][C:8]=2[NH2:7])[CH2:18]1)[CH3:28]. Procedure details: A solution of [2-(1-Ethyl-1,2,3,4-tetrahydro-quinolin-3-ylmethoxy)-5-methyl-phenyl]-carbamic acid tert-butyl ester (40 mg, 0.1 mmol) was stirred in 4N HCl in dioxane (2 mL) at room temperature under a drying tube overnight. The suspension was concentrated by rotovap, diluted to 30 mL with CH2Cl2 and shaken with 10% Na2CO3 (30 mL). The organics were isolated, dried (MgSO4), filtered and concentrated to a brown oil, which was used without purification in the following reaction. Starting materials: CC1SCCCS1 (2-methyl-1,3-dithian), C(CCC)=O (n-butyraldehyde), C(CCC)[Li] (n-butyllithium), solution, O (water). Run in O1CCCC1 (tetrahydrofuran), CCCCCC (hexane), CCCCCC (n-hexane). Conditions: temperature -30 celsius, time 2 hour. Yields the product OC(CCC)C1(SCCCS1)C (2-(1-hydroxybutyl)-2-methyl-1,3-dithian). RXN SMILES: C([Li])CCC.[CH3:6][CH:7]1[S:12][CH2:11][CH2:10][CH2:9][S:8]1.[CH:13](=[O:17])[CH2:14][CH2:15][CH3:16].O>CCCCCC.O1CCCC1>[OH:17][CH:13]([C:7]1([CH3:6])[S:12][CH2:11][CH2:10][CH2:9][S:8]1)[CH2:14][CH2:15][CH3:16]. Reported procedure: 56 mmol of n-butyllithium (35 ml of a 1.6 M solution in hexane) were added with stirring to a solution of 2-methyl-1,3-dithian (7 g, 52.1 mmol) in 100 ml of dry tetrahydrofuran at −30° C. under argon. After stirring at −30° C. for 2 hours, the mixture was cooled to −78° C. 4.2 g (58.3 mmol) of freshly distilled n-butyraldehyde were added dropwise in the course of 15 minutes and the mixture was stirred for a further 30 minutes. After warming to 20° C., it was poured into a beaker containing 300 m... Reported procedure: Concentrated sulphuric acid (5 ml) was stirred and cooled to 2-5° C. and sodium nitrite (0.7 g) added batchwise such that the reaction exotherm did not exceed 10° C. The reaction mixture was allowed to reach room temperature and then warmed to 40° for 2-3 minutes to give a homogeneous solution. The stirred reaction mixture was then cooled to 2°-5° C. and a cooled (2°-5° C.) solution of 2-amino-3-methoxycarbonyl-5-bromopyrazine (JACS, 1949, 71, 2798; 2.32 g) in concentrated sulphuric acid added d... Reaction conditions: temperature 3.5 celsius. Reaction SMILES: N([O-])=[O:2].[Na+].N[C:6]1[C:11]([C:12]([O:14][CH3:15])=[O:13])=[N:10][C:9]([Br:16])=[CH:8][N:7]=1>S(=O)(=O)(O)O>[CH3:15][O:14][C:12]([C:11]1[C:6](=[O:2])[NH:7][CH:8]=[C:9]([Br:16])[N:10]=1)=[O:13] |f:0.1|. The reactants are N(=O)[O-].[Na+] (sodium nitrite), NC1=NC=C(N=C1C(=O)OC)Br (2-amino-3-methoxycarbonyl-5-bromopyrazine), ice. The product is COC(=O)C=1C(NC=C(N1)Br)=O (3-methoxycarbonyl-5-bromopyrazine-2-one). Solvent: S(O)(O)(=O)=O (sulphuric acid), S(O)(O)(=O)=O (sulphuric acid). Procedure details: A solution of 85.6 ml of n-butyllithium in hexane was introduced into 8.5 g of N-2-thiazolyl acetamide suspended in 260 ml of tetrahydrofuran. After cooling to -75° C., a solution of 10.33 g of the product of Step A in 75 ml of tetrahydrofuran was added at this temperature. The reaction mixture was poured into 400 ml of water and 100 ml of 2N hydrochloric acid, and was extracted with ether. The organic phase was washed with N hydrochloric acid, then with water, dried, and concentrated to dryness... The solvent is O1CCCC1 (tetrahydrofuran), O (water), CCCCCC (hexane), O1CCCC1 (tetrahydrofuran). Yields the product O=C(CC(NC=1SC=CN1)=O)C1=C(C(=CC=C1)C(F)(F)F)NC(CNC(OC(C)(C)C)=O)=O (1,1-dimethylethyl N-[2-[[2-[1,3-dioxo-3-(2-thiazolylamino)-propyl]-6-trifluoromethylphenyl]-amino]-2-oxo-ethyl]-carbamate). Reaction SMILES: C([Li])CCC.[S:6]1[CH:10]=[CH:9][N:8]=[C:7]1[NH:11][C:12](=[O:14])[CH3:13].[O:15]=[C:16]1[C:21]2[CH:22]=[CH:23][CH:24]=[C:25]([C:26]([F:29])([F:28])[F:27])[C:20]=2[N:19]=[C:18]([CH2:30][NH:31][C:32](=[O:38])[O:33][C:34]([CH3:37])([CH3:36])[CH3:35])[O:17]1.Cl>CCCCCC.O1CCCC1.O>[O:15]=[C:16]([C:21]1[CH:22]=[CH:23][CH:24]=[C:25]([C:26]([F:29])([F:28])[F:27])[C:20]=1[NH:19][C:18](=[O:17])[CH2:30][NH:31][C:32](=[O:38])[O:33][C:34]([CH3:35])([CH3:37])[CH3:36])[CH2:13][C:12](=[O:14])[NH:11][C:7]1[S:6][CH:10]=[CH:9][N:8]=1. Isolated yield 52.8%. Conditions: temperature -75 celsius. Starting materials: O=C1OC(=NC2=C1C=CC=C2C(F)(F)F)CNC(OC(C)(C)C)=O (1,1-dimethylethyl [(4-oxo-8-(trifluoromethyl)-4H-3,1-benzoxazin-2-yl)-methyl]-carbamate), Cl (hydrochloric acid), C(CCC)[Li] (n-butyllithium), S1C(=NC=C1)NC(C)=O (N-2-thiazolyl acetamide). Reaction SMILES: [Br:1][C:2]1[N:3]=[C:4]2[C:11]([CH:12]=[O:13])=[CH:10][N:9]([CH2:14][O:15][CH2:16][CH2:17][Si:18]([CH3:21])([CH3:20])[CH3:19])[C:5]2=[N:6][C:7]=1[CH3:8].S(=O)(=O)([OH:24])N.P([O-])(O)(O)=O.[K+].Cl([O-])=O.[Na+]>O.C(OCC)(=O)C.O1CCCC1.C(O)(C)(C)C>[Br:1][C:2]1[N:3]=[C:4]2[C:11]([C:12]([OH:24])=[O:13])=[CH:10][N:9]([CH2:14][O:15][CH2:16][CH2:17][Si:18]([CH3:20])([CH3:19])[CH3:21])[C:5]2=[N:6][C:7]=1[CH3:8] |f:2.3,4.5|. The reactants are Cl(=O)[O-].[Na+] (sodium chlorite), BrC=1N=C2C(=NC1C)N(C=C2C=O)COCC[Si](C)(C)C (2-bromo-3-methyl-5-(2-trimethylsilanyl-ethoxymethyl)-5H-pyrrolo[2,3-b]pyrazine-7-carbaldehyde), S(N)(O)(=O)=O (sulfamic acid), P(=O)(O)(O)[O-].[K+] (potassium dihydrogen phosphate). The yield is 91.4%. Procedure details: To a stirred mixture of 2-bromo-3-methyl-5-(2-trimethylsilanyl-ethoxymethyl)-5H-pyrrolo[2,3-b]pyrazine-7-carbaldehyde (3.17 g, 8.55 mmol), tert-butanol (10 mL), tetrahydrofuran (10 mL), and water (10 mL) was added sulfamic acid (3.32 g, 34 mmol) and then a solution of potassium dihydrogen phosphate (8.85 g, 65 mmol) and sodium chlorite (1.93 g, 21 mmol) in water (42 mL). After 1 h the mixture was diluted with ethyl acetate, washed once with brine, dried over anhydrous magnesium sulfate, filtered... The product is BrC=1N=C2C(=NC1C)N(C=C2C(=O)O)COCC[Si](C)(C)C (2-bromo-3-methyl-5-(2-trimethylsilanyl-ethoxymethyl)-5H-pyrrolo[2,3-b]pyrazine-7-carboxylic acid). Solvent: O (water), O (water), O1CCCC1 (tetrahydrofuran), C(C)(C)(C)O (tert-butanol), C(C)(=O)OCC (ethyl acetate).